From a dataset of the Open Reaction Database (ORD), a public repository of structured organic reaction records. describe an organic reaction: reactants, conditions, products, and yield Starting materials: [H-].[Na+] (sodium hydride), FC1=CC=C(C=C1)C=1NC=C(C1C1=CC=NC=C1)C=O (2-(4-fluorophenyl)-4-formyl-3-(pyridin-4-yl)-1H-pyrrole), C(C)OP(=O)(OCC)CC#N (diethylphosphonoacetonitrile), O (water). Solvent: O1CCCC1 (tetrahydrofuran), O1CCCC1 (tetrahydrofuran), O1CCCC1 (tetrahydrofuran). Conditions: time 1.5 hour. Product: FC1=CC=C(C=C1)C=1NC=C(C1C1=CC=NC=C1)C=CC#N (3-[2-(4-Fluorophenyl)-3-(pyridin-4-yl)-1H-pyrrol-4-yl]acrylonitrile). The yield is 67.7%. Reaction SMILES: C(OP([CH2:9][C:10]#[N:11])(OCC)=O)C.[H-].[Na+].[F:14][C:15]1[CH:20]=[CH:19][C:18]([C:21]2[NH:22][CH:23]=[C:24]([CH:32]=O)[C:25]=2[C:26]2[CH:31]=[CH:30][N:29]=[CH:28][CH:27]=2)=[CH:17][CH:16]=1.O>O1CCCC1>[F:14][C:15]1[CH:16]=[CH:17][C:18]([C:21]2[NH:22][CH:23]=[C:24]([CH:32]=[CH:9][C:10]#[N:11])[C:25]=2[C:26]2[CH:31]=[CH:30][N:29]=[CH:28][CH:27]=2)=[CH:19][CH:20]=1 |f:1.2|. Reported procedure: 2.92 ml (18.02 mmol) of diethylphosphonoacetonitrile were added to 16 ml of tetrahydrofuran and the resulting solution was added to a suspension of 786 mg (18.02 mmol) of 55% sodium hydride in 60 ml of tetrahydrofuran with ice-cooling, and the resulting mixture was then stirred at room temperature for 1.5 hours. At the end of this time, a suspension of 4.00 g (15.02 mmol) of 2-(4-fluorophenyl)-4-formyl-3-(pyridin-4-yl)-1H-pyrrole [prepared as described in step (iii) above] in 30 ml of tetrahydro... The reactants are CC(C)(C)[Si](OCCCn1cc(C2=C(c3cccc4c3sc3ccccc34)C(=O)NC2=O)c2cccnc21)(c1ccccc1)c1ccccc1, CCCC[N+](CCCC)(CCCC)CCCC, C1CCOC1, [F-]. Yields the product O=C1NC(=O)C(c2cccc3c2sc2ccccc23)=C1c1cn(CCCO)c2ncccc12. Reaction SMILES: [C:19]([Si:20]([c:21]1[cH:22][cH:23][cH:57][cH:58][cH:59]1)([O:24][CH2:25][CH2:26][CH2:27][n:28]1[cH:29][c:30]([C:37]2=[C:41]([c:42]3[cH:43][cH:44][cH:45][c:46]4[c:47]3[s:48][c:49]3[c:50]4[cH:51][cH:52][cH:53][cH:54]3)[C:40](=[O:55])[NH:39][C:38]2=[O:56])[c:31]2[c:32]1[n:33][cH:34][cH:35][cH:36]2)[c:60]1[cH:61][cH:62][cH:63][cH:64][cH:65]1)([CH3:66])([CH3:67])[CH3:68].[CH2:2]([N+:3]([CH2:4][CH2:5][CH2:6][CH3:7])([CH2:8][CH2:9][CH2:10][CH3:11])[CH2:12][CH2:13][CH2:14][CH3:15])[CH2:16][CH2:17][CH3:18].[CH2:69]1[O:70][CH2:71][CH2:72][CH2:73]1.[F-:1]>>[OH:24][CH2:25][CH2:26][CH2:27][n:28]1[cH:29][c:30]([C:37]2=[C:41]([c:42]3[cH:43][cH:44][cH:45][c:46]4[c:47]3[s:48][c:49]3[c:50]4[cH:51][cH:52][cH:53][cH:54]3)[C:40](=[O:55])[NH:39][C:38]2=[O:56])[c:31]2[c:32]1[n:33][cH:34][cH:35][cH:36]2. Reactants: CC(C)(C)O, CCS, CC(C)(C)[O-], NS(=O)(=O)c1c(C(F)(F)F)nc2ccc(Cl)nn12, [K+]. Yields the product CCSc1ccc2nc(C(F)(F)F)c(S(N)(=O)=O)n2n1. RXN SMILES: [C:28]([OH:29])([CH3:30])([CH3:31])[CH3:32].[CH2:25]([CH3:26])[SH:27].[CH3:19][C:20]([CH3:21])([O-:22])[CH3:23].[Cl:1][c:2]1[cH:3][cH:4][c:5]2[n:6]([n:7]1)[c:8]([S:15](=[O:16])(=[O:17])[NH2:18])[c:9]([C:11]([F:12])([F:13])[F:14])[n:10]2.[K+:24]>>[c:2]1([S:27][CH2:25][CH3:26])[cH:3][cH:4][c:5]2[n:6]([n:7]1)[c:8]([S:15](=[O:16])(=[O:17])[NH2:18])[c:9]([C:11]([F:12])([F:13])[F:14])[n:10]2. Starting materials: O=C1c2ccccc2C(=O)N1CCCCBr, CCOC(C)=O, CC#N, [K+], [K+], O=C([O-])[O-], Oc1ccccc1. The product is O=C1c2ccccc2C(=O)N1CCCCOc1ccccc1. Reaction SMILES: [Br:1][CH2:2][CH2:3][CH2:4][CH2:5][N:6]1[C:7](=[O:16])[c:8]2[c:9]([cH:12][cH:13][cH:14][cH:15]2)[C:10]1=[O:11].[CH3:30][CH2:31][O:32][C:33]([CH3:34])=[O:35].[CH3:36][C:37]#[N:38].[K+:24].[K+:25].[O-:26][C:27]([O-:28])=[O:29].[OH:17][c:18]1[cH:19][cH:20][cH:21][cH:22][cH:23]1>>[CH2:2]([CH2:3][CH2:4][CH2:5][N:6]1[C:7](=[O:16])[c:8]2[c:9]([cH:12][cH:13][cH:14][cH:15]2)[C:10]1=[O:11])[O:17][c:18]1[cH:19][cH:20][cH:21][cH:22][cH:23]1. Reactants: C(C)OC1=NC=C(C=C1)N (2-ethoxy-5-aminopyridine), CN1CC(C[C@@H]2C=3C=CC=C4NC=C(C[C@@H]12)C34)=O (6-methyl-8-oxo-ergoline). Reagents/catalysts: [Pd] (palladium). Product: CN1CC(C[C@@H]2C=3C=CC=C4NC=C(C[C@@H]12)C34)NC=3C=CC(=NC3)OCC (6-methyl-8-(2-ethoxy-5-pyridylamino)ergoline). RXN SMILES: [CH2:1]([O:3][C:4]1[CH:9]=[CH:8][C:7]([NH2:10])=[CH:6][N:5]=1)[CH3:2].[CH3:11][N:12]1[C@H:26]2[C@@H:16]([C:17]3[CH:18]=[CH:19][CH:20]=[C:21]4[C:27]=3[C:24]([CH2:25]2)=[CH:23][NH:22]4)[CH2:15][C:14](=O)[CH2:13]1>[Pd]>[CH3:11][N:12]1[C@H:26]2[C@@H:16]([C:17]3[CH:18]=[CH:19][CH:20]=[C:21]4[C:27]=3[C:24]([CH2:25]2)=[CH:23][NH:22]4)[CH2:15][CH:14]([NH:10][C:7]2[CH:8]=[CH:9][C:4]([O:3][CH2:1][CH3:2])=[N:5][CH:6]=2)[CH2:13]1. Procedure details: The following compounds (isomers Ia and Ib) are obtained in a manner analogous to that described in Example 3, from 2-ethoxy-5-aminopyridine and 6-methyl-8-oxo-ergoline in the presence of palladium: Reactants: ice, [BH4-].[Na+] (sodium borohydride), CC1(OC2=CC=CC=C2C(C1)=O)COC1=CC=C(C=C1)[N+](=O)[O-] (2-methyl-2-(4-nitrophenoxymethyl)-4-oxochroman), CO (methanol), Cl (hydrochloric acid). Run in O1CCCC1 (tetrahydrofuran). Conditions: time 30 minute. The product is OC1CC(OC2=CC=CC=C12)(COC1=CC=C(C=C1)[N+](=O)[O-])C (4-Hydroxy-2-methyl-2-(4-nitrophenoxymethyl)chroman). The yield is 70.5%. As a reaction SMILES: [BH4-].[Na+].[CH3:3][C:4]1([CH2:15][O:16][C:17]2[CH:22]=[CH:21][C:20]([N+:23]([O-:25])=[O:24])=[CH:19][CH:18]=2)[CH2:13][C:12](=[O:14])[C:11]2[C:6](=[CH:7][CH:8]=[CH:9][CH:10]=2)[O:5]1.CO.Cl>O1CCCC1>[OH:14][CH:12]1[C:11]2[C:6](=[CH:7][CH:8]=[CH:9][CH:10]=2)[O:5][C:4]([CH3:3])([CH2:15][O:16][C:17]2[CH:22]=[CH:21][C:20]([N+:23]([O-:25])=[O:24])=[CH:19][CH:18]=2)[CH2:13]1 |f:0.1|. Reported procedure: 120 mg of sodium borohydride were added gradually to a mixture of 1 g of 2-methyl-2-(4-nitrophenoxymethyl)-4-oxochroman (prepared as described in Preparation 1), 10 ml of methanol and 10 ml of tetrahydrofuran, in an ice bath. The resulting reaction mixture was stirred for 30 minutes in the ice bath, after which it was stirred for a further 30 minutes at room temperature. At the end of this time, dilute aqueous hydrochloric acid was added to the reaction mixture to acidify it, and then the mixtur...